From a dataset of the Open Reaction Database (ORD), a public repository of structured organic reaction records. describe an organic reaction: reactants, conditions, products, and yield Reactants: C(C)(C)(C)OC(NC(=N)C=1SC(=C(C1)S(=O)(=O)C=1C=NC(=C(C1)Br)Cl)SC)=O ({[4-(5-Bromo-6-chloro-pyridine-3-sulfonyl)-5-methylsulfanyl-thiophen-2-yl]-imino-methyl}-carbamic acid tert-butyl ester), NCC1=NC=CC=C1 (2-aminomethylpyridine), C(Cl)(Cl)Cl.C(=O)(C(F)(F)F)O (chloroform TFA). Run in C1CCOC1 (THF). Product: FC(C(=O)O)(F)F.BrC=1C=C(C=NC1NCC1=NC=CC=C1)S(=O)(=O)C=1C=C(SC1SC)C(=N)N (4-{5-Bromo-6-[(pyridin-2-ylmethyl)-amino]-pyridine-3-sulfonyl}-5-methylsulfanyl-thiophene-2-carboxamidine trifluoroacetate). RXN SMILES: C(OC(=O)[NH:7][C:8]([C:10]1[S:11][C:12]([S:26][CH3:27])=[C:13]([S:15]([C:18]2[CH:19]=[N:20][C:21](Cl)=[C:22]([Br:24])[CH:23]=2)(=[O:17])=[O:16])[CH:14]=1)=[NH:9])(C)(C)C.[NH2:29][CH2:30][C:31]1[CH:36]=[CH:35][CH:34]=[CH:33][N:32]=1.C(Cl)(Cl)Cl.[C:41]([OH:47])([C:43]([F:46])([F:45])[F:44])=[O:42]>C1COCC1>[F:44][C:43]([F:46])([F:45])[C:41]([OH:47])=[O:42].[Br:24][C:22]1[CH:23]=[C:18]([S:15]([C:13]2[CH:14]=[C:10]([C:8]([NH2:7])=[NH:9])[S:11][C:12]=2[S:26][CH3:27])(=[O:17])=[O:16])[CH:19]=[N:20][C:21]=1[NH:29][CH2:30][C:31]1[CH:36]=[CH:35][CH:34]=[CH:33][N:32]=1 |f:2.3,5.6|. Reported procedure: The reaction was conducted following the procedure for Example 164: step c, using {[4-(5-bromo-6-chloropyridine-3-sulfonyl)-5-methylsulfanyl-thiophen-2-yl]-imino-methyl}-carbamic acid tert-butyl ester (0.035 g, 0.066 mmol), (example 164: step b), 2-aminomethylpyridine (0.014 g, 0.133 mmol), THF [3 mL], followed by chloroform/TFA (1:1) to yield the title compound. ESI-MS (m/z): Calcd. for C17H16BrN5O2S3: 499.44 (M+H); found 499.1, 501.0. Starting materials: [NH2-].[Na+] (sodium amide), C(C1=CC=CC=C1)OC([C@@H](N(CC1=CC=CC=C1)CC1=CC=CC=C1)CC1=CC=CC=C1)=O (N,N-dibenzyl-(L)-phenylalanine benzyl ester), aqueous solution, C(CC(O)(C(=O)O)CC(=O)O)(=O)O (citric acid), C(C)(=O)OCC (ethyl acetate), CS(=O)C (dimethylsulfoxide). Solvent: O1CCCC1 (tetrahydrofuran), O1CCCC1 (tetrahydrofuran). Conditions: temperature 74.5 celsius. Yields the product C(C1=CC=CC=C1)N(CC1=CC=CC=C1)[C@H](C(CS(=O)C)=O)CC1=CC=CC=C1 ((3S)-3-(N,N-dibenzyl)amino-1-methylsulfinyl-2-oxo-4-phenylbutane). The yield is 85.6%. Reaction SMILES: [NH2-].[Na+].C([O:10][C:11](=O)[C@H:12]([CH2:28][C:29]1[CH:34]=[CH:33][CH:32]=[CH:31][CH:30]=1)[N:13]([CH2:21][C:22]1[CH:27]=[CH:26][CH:25]=[CH:24][CH:23]=1)[CH2:14][C:15]1[CH:20]=[CH:19][CH:18]=[CH:17][CH:16]=1)C1C=CC=CC=1.C(O)(=O)CC(CC(O)=O)(C(O)=O)O.C(OCC)(=O)C.[CH3:55][S:56]([CH3:58])=[O:57]>O1CCCC1>[CH2:14]([N:13]([C@@H:12]([CH2:28][C:29]1[CH:30]=[CH:31][CH:32]=[CH:33][CH:34]=1)[C:11](=[O:10])[CH2:55][S:56]([CH3:58])=[O:57])[CH2:21][C:22]1[CH:23]=[CH:24][CH:25]=[CH:26][CH:27]=1)[C:15]1[CH:16]=[CH:17][CH:18]=[CH:19][CH:20]=1 |f:0.1|. Procedure: 3.76 g (96.39 mmol) of sodium amide was suspended in 40 ml of dimethylsulfoxide and heated at from 74 to 75° C. for 30 minutes. 40 ml of tetrahydrofuran was added to the resulting solution and cooled to 0° C. To this was dropwise added a solution of 15.47 g (90.5 wt. %, 32.14 mmol) of N,N-dibenzyl-(L)-phenylalanine benzyl ester as dissolved in 20 ml of tetrahydrofuran, while keeping it at 0° C. After these were reacted at 0° C. for 30 minutes, 120 ml of an aqueous solution of 10% citric acid and... Reactants: C(C)(C)(C)OC(NC1=CC(=C(C(=C1)OCCN1CCOCC1)OC)OC)=O ([3,4-Dimethoxy-5-(2-morpholin-4-yl-ethoxy)-phenyl]-carbamic acid tert-butyl ester). The solvent is C(Cl)Cl (DCM), C(=O)(C(F)(F)F)O (TFA). Reaction conditions: time 1 hour. The product is COC=1C=C(C=C(C1OC)OCCN1CCOCC1)N (3,4-Dimethoxy-5-(2-morpholin-4-yl-ethoxy)-phenylamine). RXN SMILES: C(OC(=O)[NH:7][C:8]1[CH:13]=[C:12]([O:14][CH2:15][CH2:16][N:17]2[CH2:22][CH2:21][O:20][CH2:19][CH2:18]2)[C:11]([O:23][CH3:24])=[C:10]([O:25][CH3:26])[CH:9]=1)(C)(C)C>C(Cl)Cl.C(O)(C(F)(F)F)=O>[CH3:26][O:25][C:10]1[CH:9]=[C:8]([NH2:7])[CH:13]=[C:12]([O:14][CH2:15][CH2:16][N:17]2[CH2:18][CH2:19][O:20][CH2:21][CH2:22]2)[C:11]=1[O:23][CH3:24]. Reported procedure: [3,4-Dimethoxy-5-(2-morpholin-4-yl-ethoxy)-phenyl]-carbamic acid tert-butyl ester, (97 mg, 0.24 mmol, was stirred in 1 mL DCM and 1 mL TFA. After ˜1 h, the TFA and DCM were evaporated and 2 mL sat. sodium bicarbonate solution was added. The aqueous layer was extracted with DCM which was evaporated affording 60 mg 3,4-Dimethoxy-5-(2-morpholin-4-yl-ethoxy)-phenylamine. MS ES+ 283.1 The reactants are ClCCCN1S(C=2C3=C1C=CC=C3C=CC2)(=O)=O (2-(3-chloropropyl)naphtho[1,8-cd]isothiazole 1,1-dioxide), N1C=C(C2=CC=CC=C12)C1CCNCC1 (4(3-indolyl)piperidine), C([O-])(O)=O.[Na+] (sodium bicarbonate). Solvent: CN(C=O)C (dimethylformamide), O1CCCC1 (tetrahydrofuran). Conditions: temperature 20 celsius. The product is N1C=C(C2=CC=CC=C12)C1CCN(CC1)CCCN1S(C=2C3=C1C=CC=C3C=CC2)(=O)=O (2-{3-[4-(3-indolyl)piperidino]propyl}naphtho[1,8-cd]isothiazole 1,1-dioxide). The yield is 20.1%. RXN SMILES: Cl[CH2:2][CH2:3][CH2:4][N:5]1[C:9]2[CH:10]=[CH:11][CH:12]=[C:13]3[CH:14]=[CH:15][CH:16]=[C:7]([C:8]=23)[S:6]1(=[O:18])=[O:17].[NH:19]1[C:27]2[C:22](=[CH:23][CH:24]=[CH:25][CH:26]=2)[C:21]([CH:28]2[CH2:33][CH2:32][NH:31][CH2:30][CH2:29]2)=[CH:20]1.C(=O)(O)[O-].[Na+]>CN(C)C=O.O1CCCC1>[NH:19]1[C:27]2[C:22](=[CH:23][CH:24]=[CH:25][CH:26]=2)[C:21]([CH:28]2[CH2:33][CH2:32][N:31]([CH2:2][CH2:3][CH2:4][N:5]3[C:9]4[CH:10]=[CH:11][CH:12]=[C:13]5[CH:14]=[CH:15][CH:16]=[C:7]([C:8]=45)[S:6]3(=[O:18])=[O:17])[CH2:30][CH2:29]2)=[CH:20]1 |f:2.3|. Procedure details: The experiment is carried out as in Example 1, starting with 2-(3-chloropropyl)naphtho[1,8-cd]isothiazole 1,1-dioxide (6.3 g), 4(3-indolyl)piperidine (4.5 g) and sodium bicarbonate (1.9 g) in a mixture of dimethylformamide (100 cc) and tetrahydrofuran (100 cc). The mixture is heated for 5 hours at boiling point, then cooled to a temperature of about 20° C. Stirring is maintained for 15 hours at this temperature. After purification by flash-chromatography on a silica column, under a current of ar...